From a dataset of the Open Reaction Database (ORD), a public repository of structured organic reaction records. describe an organic reaction: reactants, conditions, products, and yield Starting materials: C(C1=CC=CC=C1)(=O)O[C@H]1C(O)O[C@@H]([C@H]1OC(C1=CC=CC=C1)=O)COC(C1=CC=CC=C1)=O (2,3,5-tri-O-benzoylribofuranose), C([O-])([O-])=O.[K+].[K+] (potassium carbonate), C(C1=CC=CC=C1)OC(CBr)=O (bromoacetic acid benzyl ester). The reagents and catalysts are [Cl-].C(CCC)[N+](CCCC)(CCCC)CCCC (tetrabutylammonium chloride). Run in COC(C)(C)C (methyl-tert-butyl ether), COC(C)(C)C (methyl-tert-butyl ether). Run at temperature 0 celsius. Product: C(C1=CC=CC=C1)(=O)O[C@H]1C(OCC(=O)O)O[C@@H]([C@H]1OC(C1=CC=CC=C1)=O)COC(C1=CC=CC=C1)=O (2,3,5-Tri-O-benzoyl-1-O-carboxymethyl-ribofuranose). RXN SMILES: [C:1]([O:9][C@@H:10]1[C@H:15]([O:16][C:17](=[O:24])[C:18]2[CH:23]=[CH:22][CH:21]=[CH:20][CH:19]=2)[C@@H:14]([CH2:25][O:26][C:27](=[O:34])[C:28]2[CH:33]=[CH:32][CH:31]=[CH:30][CH:29]=2)[O:13][CH:11]1[OH:12])(=[O:8])[C:2]1[CH:7]=[CH:6][CH:5]=[CH:4][CH:3]=1.C(=O)([O-])[O-].[K+].[K+].C([O:48][C:49](=[O:52])[CH2:50]Br)C1C=CC=CC=1>[Cl-].C([N+](CCCC)(CCCC)CCCC)CCC.COC(C)(C)C>[C:1]([O:9][C@@H:10]1[C@H:15]([O:16][C:17](=[O:24])[C:18]2[CH:23]=[CH:22][CH:21]=[CH:20][CH:19]=2)[C@@H:14]([CH2:25][O:26][C:27](=[O:34])[C:28]2[CH:29]=[CH:30][CH:31]=[CH:32][CH:33]=2)[O:13][CH:11]1[O:12][CH2:50][C:49]([OH:52])=[O:48])(=[O:8])[C:2]1[CH:7]=[CH:6][CH:5]=[CH:4][CH:3]=1 |f:1.2.3,5.6|. Procedure: A mixture that consists of 46.25 g (100 mmol) of 2,3,5-tri-O-benzoylribofuranose, 1.39 g (5 mmol) of tetrabutylammonium chloride in 400 ml of methyl-tert-butyl ether, and 82.93 g (600 mmol) of potassium carbonate is cooled to 0° C. At 0° C., 22.91 g (150 mmol) of bromoacetic acid benzyl ester is added in drops over 20 minutes while being stirred vigorously. It is stirred for one hour at 0° C. 500 ml of methyl-tert-butyl ether is added thereto, the organic phase is separated, and the aqueous phas... Reactants: Nc1ccc(Br)c2ccccc12, ClCCl, CCN(C(C)C)C(C)C, O=C(O)c1cc(F)cc(N2CCOCC2)c1, O. The product is O=C(Nc1ccc(Br)c2ccccc12)c1cc(F)cc(N2CCOCC2)c1. Reaction SMILES: [Br:17][c:18]1[cH:19][cH:20][c:21]([NH2:28])[c:22]2[cH:23][cH:24][cH:25][cH:26][c:27]12.[CH2:39]([Cl:40])[Cl:41].[CH:29]([N:30]([CH2:31][CH3:32])[CH:33]([CH3:34])[CH3:35])([CH3:36])[CH3:37].[F:1][c:2]1[cH:3][c:4]([C:5](=[O:6])[OH:7])[cH:8][c:9]([N:11]2[CH2:12][CH2:13][O:14][CH2:15][CH2:16]2)[cH:10]1.[OH2:38]>>[F:1][c:2]1[cH:3][c:4]([C:5](=[O:7])[NH:28][c:21]2[cH:20][cH:19][c:18]([Br:17])[c:27]3[c:22]2[cH:23][cH:24][cH:25][cH:26]3)[cH:8][c:9]([N:11]2[CH2:12][CH2:13][O:14][CH2:15][CH2:16]2)[cH:10]1.